Dataset: the Open Reaction Database (ORD), a public repository of structured organic reaction records. Task: describe an organic reaction: reactants, conditions, products, and yield The reactants are N1=C(C=CC=C1)N1N=CC=C1N (1-(2-pyridinyl)-1H-pyrazol-5-ylamine), IC1=C(C(=O)O)C=CC=C1 (2-iodobenzoic acid), C([O-])([O-])=O.[K+].[K+] (potassium carbonate), O (water). The reagents and catalysts are C(C)(=O)[O-].[Cu+2].C(C)(=O)[O-] (copper acetate). Run in CN(C=O)C (N,N-dimethylformamide), C(C)(=O)O (acetic acid). The product is N1=C(C=CC=C1)N1N=CC=C1NC1=C(C(=O)O)C=CC=C1 (2-[[1-(2-Pyridinyl)-1H-pyrazol-5-yl]amino]benzoic acid). Yield: 89.7%. RXN SMILES: [N:1]1[CH:6]=[CH:5][CH:4]=[CH:3][C:2]=1[N:7]1[C:11]([NH2:12])=[CH:10][CH:9]=[N:8]1.I[C:14]1[CH:22]=[CH:21][CH:20]=[CH:19][C:15]=1[C:16]([OH:18])=[O:17].C(=O)([O-])[O-].[K+].[K+].O>CN(C)C=O.C([O-])(=O)C.[Cu+2].C([O-])(=O)C.C(O)(=O)C>[N:1]1[CH:6]=[CH:5][CH:4]=[CH:3][C:2]=1[N:7]1[C:11]([NH:12][C:14]2[CH:22]=[CH:21][CH:20]=[CH:19][C:15]=2[C:16]([OH:18])=[O:17])=[CH:10][CH:9]=[N:8]1 |f:2.3.4,7.8.9|. Reported procedure: A solution of 1-(2-pyridinyl)-1H-pyrazol-5-ylamine (6.02 g, 37.6 mmol), 2-iodobenzoic acid (9.32 g, 37.6 mmol), copper acetate (II) (0.683 g, 3.76 mmol) and potassium carbonate (5.72 g, 41.4 mmol) in N,N-dimethylformamide (20 mL) was heated under reflux for 1 hour under an argon atmosphere. The solution was allowed to cool to room temperature, and poured into water. The solution was made weakly acidic by the addition of acetic acid, and the resulting crude crystals were collected by filtration. ... Reactants: C(C)N(C=1C=C2OC3=CC(C4=C(C3=NC2=CC1)C=CC=C4)=O)CC (9-diethylaminobenzo[a]phenoxazin-5-one), C(C)(=O)OC(C)=O (acetic anhydride), C(C)(=O)OCC.C1(=CC=CC=C1)C (ethyl acetate toluene). The reagents and catalysts are [Zn] (zinc). Reaction conditions: temperature 80 celsius. The product is CC(=O)OC1=C2C(=C3N(C4=CC=C(C=C4OC3=C1)N(CC)CC)C(C)=O)C=CC=C2 (5-methylcarbonyloxy-9-diethylamino-12-acetylbenzo[a]phenoxazine). Reaction SMILES: [CH2:1]([N:3]([CH2:23][CH3:24])[C:4]1[CH:5]=[C:6]2[C:15](=[CH:16][CH:17]=1)[N:14]=[C:13]1[C:8](=[CH:9][C:10](=[O:22])[C:11]3[CH:21]=[CH:20][CH:19]=[CH:18][C:12]=31)[O:7]2)[CH3:2].[C:25](OC(=O)C)(=[O:27])[CH3:26].[C:32](OCC)(=[O:34])[CH3:33].C1(C)C=CC=CC=1>[Zn]>[CH3:26][C:25]([O:22][C:10]1[CH:9]=[C:8]2[C:13]([N:14]([C:32](=[O:34])[CH3:33])[C:15]3[C:6]([O:7]2)=[CH:5][C:4]([N:3]([CH2:1][CH3:2])[CH2:23][CH3:24])=[CH:17][CH:16]=3)=[C:12]2[CH:18]=[CH:19][CH:20]=[CH:21][C:11]=12)=[O:27] |f:2.3|. Procedure: A mixture of 10.0 g of 9-diethylaminobenzo[a]phenoxazin-5-one, 75.0 ml of acetic anhydride and 10.0 g of zinc dust was maintained at approximately 80° C. for approximately thirty minutes. After the reaction mixture was cooled to room temperature, the solid present was collected by filtration and it was washed twice, each time with 25.0 ml of acetone. The filtrate and the acetone washes were combined and added slowly to approximately 400.0 ml of water. An oily liquid separated from the water and ... Reactants: C1(=CC=CC=C1)S(=O)(=O)N1C=C(C=2C1=NC=C(C2)Cl)CC=2C=NC(=NC2)S(=O)(=O)C (1-benzenesulfonyl-5-chloro-3-(2-methanesulfonyl-pyrimidin-5-ylmethyl)-1H-pyrrolo[2,3-b]pyridine), CN1C(CCC1)=O (N-methylpyrrolidinone), FC1=CC=C(C=C1)[C@H](C)N ((S)-1-(4-fluoro-phenyl)-ethylamine), [OH-].[K+] (potassium hydroxide). Run in C(C)(=O)O (acetic acid). Product: ClC=1C=C2C(=NC1)NC=C2CC=2C=NC(=NC2)N[C@@H](C)C2=CC=C(C=C2)F ([5-(5-chloro-1H-pyrrolo[2,3-b]pyridin-3-ylmethyl)-pyrimidin-2-yl]-[(S)-1-(4-fluoro-phenyl)-ethyl]-amine). RXN SMILES: C1(S([N:10]2[C:14]3=[N:15][CH:16]=[C:17]([Cl:19])[CH:18]=[C:13]3[C:12]([CH2:20][C:21]3[CH:22]=[N:23][C:24](S(C)(=O)=O)=[N:25][CH:26]=3)=[CH:11]2)(=O)=O)C=CC=CC=1.CN1CCCC1=O.[F:38][C:39]1[CH:44]=[CH:43][C:42]([C@@H:45]([NH2:47])[CH3:46])=[CH:41][CH:40]=1.[OH-].[K+]>C(O)(=O)C>[Cl:19][C:17]1[CH:18]=[C:13]2[C:12]([CH2:20][C:21]3[CH:26]=[N:25][C:24]([NH:47][C@H:45]([C:42]4[CH:43]=[CH:44][C:39]([F:38])=[CH:40][CH:41]=4)[CH3:46])=[N:23][CH:22]=3)=[CH:11][NH:10][C:14]2=[N:15][CH:16]=1 |f:3.4|. Reported procedure: In a microwave vial, 1-benzenesulfonyl-5-chloro-3-(2-methanesulfonyl-pyrimidin-5-ylmethyl)-1H-pyrrolo[2,3-b]pyridine (132, 12 mg, 0.026 mmol) was mixed with 600 μL of N-methylpyrrolidinone and (S)-1-(4-fluoro-phenyl)-ethylamine (133, 25.2 mg, 0.18 mmol). The reaction was irradiated at 200° C. for 40 minutes in microwave, then potassium hydroxide (500 μL, 4.00 M in water) was added and the reaction irradiated at 90° C. for 10 minutes in microwave. The reaction was neutralized with the addition of...